describe an organic reaction: reactants, conditions, products, and yield From a dataset of the Open Reaction Database (ORD), a public repository of structured organic reaction records. RXN SMILES: [CH2:42]1[O:43][CH2:44][CH2:45][CH2:46]1.[CH3:1][c:2]1[c:3]([O:25][CH2:26][C:27](=[O:28])[O:29][CH2:30][CH3:31])[cH:4][c:5]([C:8](=[C:9]2[CH2:10][C:11]([CH3:17])([CH3:18])[CH2:12][C:13]([CH3:15])([CH3:16])[CH2:14]2)[c:19]2[cH:20][cH:21][cH:22][cH:23][cH:24]2)[cH:6][cH:7]1.[CH3:32][CH:33]([CH2:34][AlH:35][CH2:36][CH:37]([CH3:38])[CH3:39])[CH3:40].[OH2:41]>>[CH3:1][c:2]1[c:3]([O:25][CH2:26][CH2:27][OH:28])[cH:4][c:5]([C:8](=[C:9]2[CH2:10][C:11]([CH3:17])([CH3:18])[CH2:12][C:13]([CH3:15])([CH3:16])[CH2:14]2)[c:19]2[cH:20][cH:21][cH:22][cH:23][cH:24]2)[cH:6][cH:7]1. Reactants: C1CCOC1, CCOC(=O)COc1cc(C(=C2CC(C)(C)CC(C)(C)C2)c2ccccc2)ccc1C, CC(C)C[AlH]CC(C)C, O. The product is Cc1ccc(C(=C2CC(C)(C)CC(C)(C)C2)c2ccccc2)cc1OCCO.